Dataset: the Open Reaction Database (ORD), a public repository of structured organic reaction records. Task: describe an organic reaction: reactants, conditions, products, and yield The reactants are COc1ccc(C(=O)N2CCC(C)(C)c3cc(C4=NNC(=O)SC4C)ccc32)cc1OC, CCN(CC)CCOC(=O)Cl, ClCCl, c1ccncc1. The product is CCN(CC)CCOC(=O)N1N=C(c2ccc3c(c2)C(C)(C)CCN3C(=O)c2ccc(OC)c(OC)c2)C(C)SC1=O. RXN SMILES: [CH3:12][O:13][c:14]1[cH:15][c:16]([C:17](=[O:18])[N:19]2[CH2:20][CH2:21][C:22]([CH3:37])([CH3:38])[c:23]3[cH:24][c:25]([C:29]4=[N:30][NH:31][C:32](=[O:36])[S:33][CH:34]4[CH3:35])[cH:26][cH:27][c:28]32)[cH:39][cH:40][c:41]1[O:42][CH3:43].[Cl:1][C:2](=[O:3])[O:4][CH2:5][CH2:6][N:7]([CH2:8][CH3:9])[CH2:10][CH3:11].[Cl:50][CH2:51][Cl:52].[cH:44]1[cH:45][cH:46][n:47][cH:48][cH:49]1>>[C:2](=[O:3])([O:4][CH2:5][CH2:6][N:7]([CH2:8][CH3:9])[CH2:10][CH3:11])[N:31]1[N:30]=[C:29]([c:25]2[cH:24][c:23]3[c:28]([cH:27][cH:26]2)[N:19]([C:17]([c:16]2[cH:15][c:14]([O:13][CH3:12])[c:41]([O:42][CH3:43])[cH:40][cH:39]2)=[O:18])[CH2:20][CH2:21][C:22]3([CH3:37])[CH3:38])[CH:34]([CH3:35])[S:33][C:32]1=[O:36]. Reactants: O=C([O-])[O-], CCOC(=O)C(C)(C)Oc1ccc(OCCc2nc(-c3ccccc3)oc2C)cc1CBr, CCOC(=O)C(C)(C)Oc1ccc(OCCc2nc(-c3ccccc3)oc2C)cc1COc1cccc(C)c1, Cc1cccc(O)c1, CCO, [K+], [K+], [Na+], [OH-]. Yields the product Cc1oc(-c2ccccc2)nc1CCOc1ccc(OC(C)(C)C(=O)O)c(CBr)c1. RXN SMILES: [C:41](=[O:42])([O-:43])[O-:44].[CH2:1]([CH3:2])[O:3][C:4]([C:5]([CH3:6])([CH3:7])[O:8][c:9]1[c:10]([CH2:30][Br:31])[cH:11][c:12]([O:15][CH2:16][CH2:17][c:18]2[n:19][c:20](-[c:24]3[cH:25][cH:26][cH:27][cH:28][cH:29]3)[o:21][c:22]2[CH3:23])[cH:13][cH:14]1)=[O:32].[CH2:47]([O:48][C:49](=[O:50])[C:51]([CH3:52])([O:53][c:54]1[cH:55][cH:56][c:57]([O:58][CH2:59][CH2:60][c:61]2[n:62][c:63](-[c:64]3[cH:65][cH:66][cH:67][cH:68][cH:69]3)[o:70][c:71]2[CH3:72])[cH:73][c:74]1[CH2:75][O:76][c:77]1[cH:78][c:79]([CH3:80])[cH:81][cH:82][cH:83]1)[CH3:84])[CH3:85].[CH3:33][c:34]1[cH:35][c:36]([OH:37])[cH:38][cH:39][cH:40]1.[CH3:88][CH2:89][OH:90].[K+:45].[K+:46].[Na+:87].[OH-:86]>>[O:3]=[C:4]([C:5]([CH3:6])([CH3:7])[O:8][c:9]1[c:10]([CH2:30][Br:31])[cH:11][c:12]([O:15][CH2:16][CH2:17][c:18]2[n:19][c:20](-[c:24]3[cH:25][cH:26][cH:27][cH:28][cH:29]3)[o:21][c:22]2[CH3:23])[cH:13][cH:14]1)[OH:32]. Reactants: CCOC(=O)c1ccc(Nc2cc3c4c(c2)CCCC4(C)CCC3)cc1, CCO, Cl, [Na+], [OH-]. The product is CC12CCCc3cc(Nc4ccc(C(=O)O)cc4)cc(c31)CCC2. As a reaction SMILES: [CH3:1][C:2]12[CH2:3][CH2:4][CH2:5][c:6]3[cH:7][c:8]([NH:15][c:16]4[cH:17][cH:18][c:19]([C:20](=[O:21])[O:22][CH2:23][CH3:24])[cH:25][cH:26]4)[cH:9][c:10]([c:14]31)[CH2:11][CH2:12][CH2:13]2.[CH3:30][CH2:31][OH:32].[ClH:29].[Na+:28].[OH-:27]>>[CH3:1][C:2]12[CH2:3][CH2:4][CH2:5][c:6]3[cH:7][c:8]([NH:15][c:16]4[cH:17][cH:18][c:19]([C:20](=[O:21])[OH:22])[cH:25][cH:26]4)[cH:9][c:10]([c:14]31)[CH2:11][CH2:12][CH2:13]2.